From a dataset of the Open Reaction Database (ORD), a public repository of structured organic reaction records. describe an organic reaction: reactants, conditions, products, and yield The reactants are Brc1cccc2cccnc12, C1CNCCN1. Product: c1cnc2c(N3CCNCC3)cccc2c1. As a reaction SMILES: [Br:1][c:2]1[cH:3][cH:4][cH:5][c:6]2[cH:7][cH:8][cH:9][n:10][c:11]12.[CH2:12]1[CH2:13][NH:14][CH2:15][CH2:16][NH:17]1>>[c:2]1([N:14]2[CH2:13][CH2:12][NH:17][CH2:16][CH2:15]2)[cH:3][cH:4][cH:5][c:6]2[cH:7][cH:8][cH:9][n:10][c:11]12. Starting materials: CC(=O)CC(=O)c1ccc(OC(C)C)cc1, O=C(O)C(F)(F)F, Cc1oc(-c2ccccc2)nc1CCOc1ccc(CC(N)C(=O)O)cc1. Yields the product CC(=CC(=O)c1ccc(OC(C)C)cc1)NC(Cc1ccc(OCCc2nc(-c3ccccc3)oc2C)cc1)C(=O)O. As a reaction SMILES: [CH:35]([CH3:36])([CH3:37])[O:38][c:39]1[cH:40][cH:41][c:42]([C:45]([CH2:46][C:47]([CH3:48])=[O:49])=[O:50])[cH:43][cH:44]1.[F:28][C:29]([F:30])([F:31])[C:32]([OH:33])=[O:34].[NH2:1][CH:2]([C:3](=[O:4])[OH:5])[CH2:6][c:7]1[cH:8][cH:9][c:10]([O:13][CH2:14][CH2:15][c:16]2[n:17][c:18](-[c:22]3[cH:23][cH:24][cH:25][cH:26][cH:27]3)[o:19][c:20]2[CH3:21])[cH:11][cH:12]1>>[NH:1]([CH:2]([C:3](=[O:4])[OH:5])[CH2:6][c:7]1[cH:8][cH:9][c:10]([O:13][CH2:14][CH2:15][c:16]2[n:17][c:18](-[c:22]3[cH:23][cH:24][cH:25][cH:26][cH:27]3)[o:19][c:20]2[CH3:21])[cH:11][cH:12]1)[C:47](=[CH:46][C:45]([c:42]1[cH:41][cH:40][c:39]([O:38][CH:35]([CH3:36])[CH3:37])[cH:44][cH:43]1)=[O:50])[CH3:48]. The reactants are C(=O)(OC)C1CN(CC1)C(=O)OCC1=CC=CC=C1 (benzyl 3-carbomethoxypyrrolidine-1-carboxylate). Reagents/catalysts: [Pd] (Pd/C). Solvent: CO (methanol). Reaction conditions: time 8 hour. Yields the product C(=O)(OC)C1CNCC1 (3-carbomethoxypyrrolidine). The yield is 62.0%. Reaction SMILES: [C:1]([CH:5]1[CH2:9][CH2:8][N:7](C(OCC2C=CC=CC=2)=O)[CH2:6]1)([O:3][CH3:4])=[O:2]>CO.[Pd]>[C:1]([CH:5]1[CH2:9][CH2:8][NH:7][CH2:6]1)([O:3][CH3:4])=[O:2]. Procedure details: To a solution of 4.6 g of benzyl 3-carbomethoxypyrrolidine-1-carboxylate in 150 mL of anhydrous methanol was added 0.92 g of 10% Pd/C. The reaction mixture was placed under an atmosphere of hydrogen and stirred overnight at room temperature. The reaction mixture was then filtered through a Celite® pad, and the filtrate concentrated in vacuo. The residue was chromatographed on silica gel with 2-16% CH3OH/CHCl3 to give 1.40 g (62% yield) of 3-carbomethoxypyrrolidine as a clear oil, 1H NMR (300 MHz... Reactants: CC(=O)O, CCOC(C)=O, COc1ccc(C(=O)CN(C)C(=O)C=Cc2cccnc2)cc1OC, NO, O. Product: COc1ccc(C(CN(C)C(=O)C=Cc2cccnc2)=NO)cc1OC. RXN SMILES: [CH3:1][C:2](=[O:3])[OH:4].[CH3:33][CH2:34][O:35][C:36](=[O:37])[CH3:38].[CH3:5][O:6][c:7]1[cH:8][c:9]([C:15]([CH2:16][N:17]([C:18]([CH:19]=[CH:20][c:21]2[cH:22][n:23][cH:24][cH:25][cH:26]2)=[O:27])[CH3:28])=[O:29])[cH:10][cH:11][c:12]1[O:13][CH3:14].[NH2:30][OH:31].[OH2:32]>>[CH3:5][O:6][c:7]1[cH:8][c:9]([C:15]([CH2:16][N:17]([C:18]([CH:19]=[CH:20][c:21]2[cH:22][n:23][cH:24][cH:25][cH:26]2)=[O:27])[CH3:28])=[N:30][OH:31])[cH:10][cH:11][c:12]1[O:13][CH3:14]. Reactants: CO, COc1ccc(C(C)(C)N=[N+]=[N-])cc1, [H][H], O=[Pt]. Yields the product COc1ccc(C(C)(C)N)cc1. RXN SMILES: [CH3:17][OH:18].[CH3:1][O:2][c:3]1[cH:4][cH:5][c:6]([C:9]([CH3:10])([CH3:11])[N:12]=[N+:13]=[N-:14])[cH:7][cH:8]1.[H:15][H:16].[Pt:19]=[O:20]>>[CH3:1][O:2][c:3]1[cH:4][cH:5][c:6]([C:9]([CH3:10])([CH3:11])[NH2:12])[cH:7][cH:8]1. Reactants: CO (methanol), Cl (hydrochloric acid), BrC1=CC=C(C=C1)CC(=O)NC[C@@H](C=1C=NC=CC1)O (2-(4-bromophenyl)-N-[(2R)-2-hydroxy-2-(3-pyridyl)ethyl]acetamide). Run in O1CCCC1 (tetrahydrofuran), O1CCCC1 (tetrahydrofuran). Reaction conditions: temperature 60 celsius, time 3 hour. Yields the product Cl.Cl.BrC1=CC=C(C=C1)CCNC[C@H](O)C=1C=NC=CC1 ((1R)-2-[[2-(4-bromophenyl)ethyl]amino]-1-(3-pyridyl)ethanol dihydrochloride). As a reaction SMILES: [Br:1][C:2]1[CH:7]=[CH:6][C:5]([CH2:8][C:9]([NH:11][CH2:12][C@H:13]([OH:20])[C:14]2[CH:15]=[N:16][CH:17]=[CH:18][CH:19]=2)=O)=[CH:4][CH:3]=1.CO.[ClH:23]>O1CCCC1>[ClH:23].[ClH:23].[Br:1][C:2]1[CH:7]=[CH:6][C:5]([CH2:8][CH2:9][NH:11][CH2:12][C@@H:13]([C:14]2[CH:15]=[N:16][CH:17]=[CH:18][CH:19]=2)[OH:20])=[CH:4][CH:3]=1 |f:4.5.6|. Procedure details: To a mixture of 2-(4-bromophenyl)-N-[(2R)-2-hydroxy-2-(3-pyridyl)ethyl]acetamide (160 g) in tetrahydrofuran (1.6 l) was added dropwise 2M borane-dimethylsulfide complex in tetrahydrofuran (716 ml) below 0° C. over 5 hours. The mixture was warmed up to 60° C. and stirred at the same temperature for 3 hours. The reaction mixture was cooled in ice bath (below 5° C.). To the cooled reaction mixture were added methanol and conc. hydrochloric acid (hydrogen gas was evolved). The mixture was heated and... Reactants: Cc1csc2c1c(-c1ccccc1F)nc(=O)n2C, CC(=O)O, N, O=S(=O)(Cl)Cl. The product is Cc1c(Cl)sc2c1c(-c1ccccc1F)nc(=O)n2C. Reaction SMILES: [CH3:1][n:2]1[c:3](=[O:19])[n:4][c:5](-[c:12]2[c:13]([F:18])[cH:14][cH:15][cH:16][cH:17]2)[c:6]2[c:7]1[s:8][cH:9][c:10]2[CH3:11].[CH3:26][C:27](=[O:28])[OH:29].[NH3:25].[S:20]([Cl:21])(=[O:22])([Cl:23])=[O:24]>>[CH3:1][n:2]1[c:3](=[O:19])[n:4][c:5](-[c:12]2[c:13]([F:18])[cH:14][cH:15][cH:16][cH:17]2)[c:6]2[c:7]1[s:8][c:9]([Cl:23])[c:10]2[CH3:11].